This data is from the Open Reaction Database (ORD), a public repository of structured organic reaction records. The task is: describe an organic reaction: reactants, conditions, products, and yield The reactants are C([O-])([O-])=O.[Cs+].[Cs+] (Cesium carbonate), N1C(CC1)=O (2-azetidinone), C1(CCC1)N1CCC2=C(CC1)C=CC(=C2)OC2=NC=C(C=C2)I (3-cyclobutyl-7-[(5-iodo-2-pyridinyl)oxy]-2,3,4,5-tetrahydro-1H-3-benzazepine), N[C@H]1[C@@H](CCCC1)N (trans-1,2-diaminocyclohexane). Reagents/catalysts: [Cu]I (copper (I) iodide). Run in O1CCOCC1 (dioxane). Run at temperature 150 celsius. The product is C1(CCC1)N1CCC2=C(CC1)C=CC(=C2)OC2=CC=C(C=N2)N2C(CC2)=O (1-{6-[(3-Cyclobutyl-2,3,4,5-tetrahydro-1H-3-benzazepin-7-yl)oxy]-3-pyridinyl}-2-azetidinone). RXN SMILES: C(=O)([O-])[O-].[Cs+].[Cs+].[NH:7]1[CH2:10][CH2:9][C:8]1=[O:11].[CH:12]1([N:16]2[CH2:22][CH2:21][C:20]3[CH:23]=[CH:24][C:25]([O:27][C:28]4[CH:33]=[CH:32][C:31](I)=[CH:30][N:29]=4)=[CH:26][C:19]=3[CH2:18][CH2:17]2)[CH2:15][CH2:14][CH2:13]1.N[C@@H]1CCCC[C@H]1N>O1CCOCC1.[Cu]I>[CH:12]1([N:16]2[CH2:22][CH2:21][C:20]3[CH:23]=[CH:24][C:25]([O:27][C:28]4[N:29]=[CH:30][C:31]([N:7]5[CH2:10][CH2:9][C:8]5=[O:11])=[CH:32][CH:33]=4)=[CH:26][C:19]=3[CH2:18][CH2:17]2)[CH2:13][CH2:14][CH2:15]1 |f:0.1.2|. Procedure details: Cesium carbonate (678 mg, 1.04 mmol) was added to a solution of 2-azetidinone (308 mg, 4.3 mmol) in dioxane (1 ml). The mixture was heated in a microwave reactor at 150° C. for 1 minute then a mixture of 3-cyclobutyl-7-[(5-iodo-2-pyridinyl)oxy]-2,3,4,5-tetrahydro-1H-3-benzazepine (E207) (294 mg, 0.7 mmol), trans-1,2-diaminocyclohexane (0.02 ml) and copper (I) iodide (126 mg, 1.2 mmol) were added and the resulting mixture was heated in microwave reactor at 180° C. for 1 hour. The reaction mixture... Reactants: C(C1=CC=CC=C1)OC[C@H]1N(CCC1)S(=O)(=O)C1=CC=2C3(C=4N(C2C=C1)CC(CN4)(C)C)OCCCO3 (8′-({(2S)-2-[(benzyloxy)methyl]pyrrolidin-1-yl}sulfonyl)-3′,3′-dimethyl-3′,4′-dihydro-2′H-spiro[1,3-dioxane-2,10′-pyrimido[1,2-a]indole]), CS(=O)(=O)O (methane sulfonic acid), [NH4+].[OH-] (NH4OH). Product: OC[C@H]1N(CCC1)S(=O)(=O)C1=CC=2C(C=3N(C2C=C1)CC(CN3)(C)C)=O (8-{[(2S)-2-(Hydroxymethyl)pyrrolidin-1-yl]sulfonyl}-3,3-dimethyl-3,4-dihydropyrimido[1,2-a]indol-10(2H)-one). Isolated yield 78.0%. RXN SMILES: C([O:8][CH2:9][C@@H:10]1[CH2:14][CH2:13][CH2:12][N:11]1[S:15]([C:18]1[CH:26]=[CH:25][C:24]2[N:23]3[CH2:27][C:28]([CH3:32])([CH3:31])[CH2:29][N:30]=[C:22]3[C:21]3(OCCC[O:33]3)[C:20]=2[CH:19]=1)(=[O:17])=[O:16])C1C=CC=CC=1.CS(O)(=O)=O.[NH4+].[OH-]>>[OH:8][CH2:9][C@@H:10]1[CH2:14][CH2:13][CH2:12][N:11]1[S:15]([C:18]1[CH:26]=[CH:25][C:24]2[N:23]3[CH2:27][C:28]([CH3:31])([CH3:32])[CH2:29][N:30]=[C:22]3[C:21](=[O:33])[C:20]=2[CH:19]=1)(=[O:16])=[O:17] |f:2.3|. Procedure: To neat 8′-({(2S)-2-[(benzyloxy)methyl]pyrrolidin-1-yl}sulfonyl)-3′,3′-dimethyl-3′,4′-dihydro-2′H-spiro[1,3-dioxane-2,10′-pyrimido[1,2-a]indole] (0.500 g, 0.951 mmol) was added methane sulfonic acid (24 mL) all at one time at room temperature. After 5 hr the reaction mixture was poured onto ice and basified to pH 11.2 by the drop-wise addition of concentrated NH4OH keeping the temperature below 5° C. The reaction was extracted with EtOAc (5×). The combined organic extracts were dried over Na2SO4... The reactants are C(C)OC(C=C(C)C1=CC2=C(S1)C=CC=C2C2=C(C(=CC(=C2)C(C)C)C(C)C)OCCC)=O (3-[4-(2-propoxy-3,5-di-iso-propylphenyl)-benzo[b]thien-2-yl]-but-2-enoic acid ethyl ester), C1CCOC1 (THF), [Li+].[OH-] (LiOH). The solvent is CO (methanol). Yields the product C(CC)OC1=C(C=C(C=C1C(C)C)C(C)C)C1=CC=CC=2SC(=CC21)C(=CC(=O)O)C (3-[4-(2-Propoxy-3,5-di-iso-propylphenyl)-benzo[b]thien-2-yl]-but-2-enoic acid). As a reaction SMILES: C([O:3][C:4](=[O:33])[CH:5]=[C:6]([C:8]1[S:12][C:11]2[CH:13]=[CH:14][CH:15]=[C:16]([C:17]3[CH:22]=[C:21]([CH:23]([CH3:25])[CH3:24])[CH:20]=[C:19]([CH:26]([CH3:28])[CH3:27])[C:18]=3[O:29][CH2:30][CH2:31][CH3:32])[C:10]=2[CH:9]=1)[CH3:7])C.C1COCC1.[Li+].[OH-]>CO>[CH2:30]([O:29][C:18]1[C:19]([CH:26]([CH3:28])[CH3:27])=[CH:20][C:21]([CH:23]([CH3:24])[CH3:25])=[CH:22][C:17]=1[C:16]1[C:10]2[CH:9]=[C:8]([C:6]([CH3:7])=[CH:5][C:4]([OH:33])=[O:3])[S:12][C:11]=2[CH:13]=[CH:14][CH:15]=1)[CH2:31][CH3:32] |f:2.3|. Procedure: A mixture of 0.450 mmol of 3-[4-(2-propoxy-3,5-di-iso-propylphenyl)-benzo[b]thien-2-yl]-but-2-enoic acid ethyl ester, 3 mL of THF, 3 mL of methanol and 1 mL of LiOH (2N aqueous) was refluxed for 2 hours. After cooling at room temperature, the mixture was acidified to pH=2 and extracted with ethyl acetate. The organic layer was dried over MgSO4 and after evaporation of the solvents, the crude acid was recrystallized from acetonitrile. 3-[4-(2-Propoxy-3,5-di-iso-propylphenyl)-benzo[b]thien-2-yl]-b... Reactants: Pyridinium bromide perbromide, FC1=CC=C(CN2C3=CC=C(C=C3C=3C(CCCC23)=O)C)C=C1 (9-(4-fluorobenzyl)-6-methyl-1,2,3,9-tetrahydro-4H-carbazol-4-one), [Br-].[Li+] (lithium bromide), C([O-])([O-])=O.[Li+].[Li+] (lithium carbonate), pyridinium bromide perbromide. Solvent: CN(C)C=O (DMF), C1CCOC1 (THF), CN(C)C=O (DMF). Conditions: temperature 75 celsius, time 6 hour. The product is FC1=CC=C(CN2C3=CC=C(C=C3C=3C(=CC=CC23)O)C)C=C1 (9-(4-Fluorobenzyl)-6-methyl-9H-carbazol-4-ol). Yield: 7.9%. Reaction SMILES: C1C=C[NH+]=CC=1.Br[Br-]Br.[F:10][C:11]1[CH:32]=[CH:31][C:14]([CH2:15][N:16]2[C:28]3[CH2:27][CH2:26][CH2:25][C:24](=[O:29])[C:23]=3[C:22]3[C:17]2=[CH:18][CH:19]=[C:20]([CH3:30])[CH:21]=3)=[CH:13][CH:12]=1.[Br-].[Li+].C(=O)([O-])[O-].[Li+].[Li+]>C1COCC1.CN(C=O)C>[F:10][C:11]1[CH:32]=[CH:31][C:14]([CH2:15][N:16]2[C:28]3[CH:27]=[CH:26][CH:25]=[C:24]([OH:29])[C:23]=3[C:22]3[C:17]2=[CH:18][CH:19]=[C:20]([CH3:30])[CH:21]=3)=[CH:13][CH:12]=1 |f:0.1,3.4,5.6.7|. Reported procedure: Pyridinium bromide perbromide (0.8153 g, 0.0026 mol) is added to a mixture of 9-(4-fluorobenzyl)-6-methyl-1,2,3,9-tetrahydro-4H-carbazol-4-one (0.6351 g, 0.0021 mol) in dry THF (4.2 mL) and dry DMF (3 mL) and the mixture is heated to 75° C. After stirring for 6 h, additional pyridinium bromide perbromide (0.0951 g, 0.30 mmol) is added and the mixture is stirred another hour. After storing in the freezer overnight, the mixture is again heated for another 40 min. THF is removed under reduced press... The reactants are CC(C=O)(CC=C)C1=CC=CC=C1 (2-methyl-2-phenylpent-4-enal), [H-].[Al+3].[Li+].[H-].[H-].[H-] (lithium aluminum hydride), ethyl acetate-hexanes. The solvent is C1CCOC1 (THF). Reaction conditions: time 3 hour. Yields the product CC(CO)(CC=C)C1=CC=CC=C1 (2-methyl-2-phenylpent-4-en-1-ol). The yield is 68.8%. Reaction SMILES: [CH3:1][C:2]([C:8]1[CH:13]=[CH:12][CH:11]=[CH:10][CH:9]=1)([CH2:5][CH:6]=[CH2:7])[CH:3]=[O:4].[H-].[Al+3].[Li+].[H-].[H-].[H-]>C1COCC1>[CH3:1][C:2]([C:8]1[CH:9]=[CH:10][CH:11]=[CH:12][CH:13]=1)([CH2:5][CH:6]=[CH2:7])[CH2:3][OH:4] |f:1.2.3.4.5.6|. Procedure: To a solution of 2-methyl-2-phenylpent-4-enal (4.6 g, 26.4 mmol) in 100 mL of THF was added of lithium aluminum hydride (LAH) (2.6 g, 68.51 mmol) in several portions. The mixture stirred for 3 hours at room temperature and was then refluxed for 2 hours. The reaction was monitored by TLC with ethyl acetate-hexanes (1:9) indicating a new more polar product. The reaction was cooled and the excess LAH was cautiously quenched with water dropwise. The mixture was then diluted with 1N aqueous HCl and e...